Task: describe an organic reaction: reactants, conditions, products, and yield. Dataset: the Open Reaction Database (ORD), a public repository of structured organic reaction records The reactants are C(C)(C)(C)OC(N[C@@H](C)C1=NC2=C(N1C1=CC=CC=C1)C=CC=C2C)=O ([(S)-1-(4-methyl-1-phenyl-1H-benzoimidazol-2-yl)ethyl]carbamic acid tertbutyl ester), C(=O)(C(F)(F)F)O (TFA), C(=O)(C(F)(F)F)O (TFA). Solvent: C(Cl)Cl (DCM). Run at time 3 hour. Product: CC1=CC=CC=2N(C(=NC21)[C@H](C)N)C2=CC=CC=C2 ((S)-1-(4-Methyl-1-phenyl-1H-benzoimidazol-2-yl)ethylamine). Yield: 81.8%. RXN SMILES: C(OC(=O)[NH:7][C@H:8]([C:10]1[N:14]([C:15]2[CH:20]=[CH:19][CH:18]=[CH:17][CH:16]=2)[C:13]2[CH:21]=[CH:22][CH:23]=[C:24]([CH3:25])[C:12]=2[N:11]=1)[CH3:9])(C)(C)C.C(O)(C(F)(F)F)=O>C(Cl)Cl>[CH3:25][C:24]1[C:12]2[N:11]=[C:10]([C@@H:8]([NH2:7])[CH3:9])[N:14]([C:15]3[CH:20]=[CH:19][CH:18]=[CH:17][CH:16]=3)[C:13]=2[CH:21]=[CH:22][CH:23]=1. Procedure: To a solution of [(S)-1-(4-methyl-1-phenyl-1H-benzoimidazol-2-yl)ethyl]carbamic acid tertbutyl ester (380 mg, 1.08 mmol) in DCM (5 mL) was added TFA (1 mL) and the mixture was stirred at RT for 3 h. Additional TFA (0.5 mL) was added and stirring was continued for 30 min. Volatiles were then removed under reduced pressure and the residue was then dissolved in a small amount of DCM and loaded onto an SCX-2 cartridge which was initially washed with 10% MeOH in DCM. The product was eluted with 2M NH... RXN SMILES: [CH3:21][CH2:22][N:23]=[C:24]=[N:25][CH2:26][CH2:27][CH2:28][N:29]([CH3:30])[CH3:31].[ClH:32].[NH2:1][c:2]1[o:3][cH:4][c:5]([C:7](=[O:8])[O-:9])[n:6]1.[NH2:33][CH:34]([C:35](=[O:36])[N:37]1[CH2:38][C:39]([CH3:51])([CH3:52])[C:40]([OH:43])([c:44]2[cH:45][cH:46][c:47]([Cl:50])[cH:48][cH:49]2)[CH2:41][CH2:42]1)[CH:53]([CH3:54])[CH3:55].[Na+:10].[O:56]=[CH:57][N:58]([CH3:59])[CH3:60].[OH:11][n:12]1[c:13]2[c:14]([cH:15][cH:16][cH:17][cH:18]2)[n:19][n:20]1>>[NH2:1][c:2]1[o:3][cH:4][c:5]([C:7](=[O:9])[NH:33][CH:34]([C:35](=[O:36])[N:37]2[CH2:38][C:39]([CH3:51])([CH3:52])[C:40]([OH:43])([c:44]3[cH:45][cH:46][c:47]([Cl:50])[cH:48][cH:49]3)[CH2:41][CH2:42]2)[CH:53]([CH3:54])[CH3:55])[n:6]1. Reactants: CCN=C=NCCCN(C)C, Cl, Nc1nc(C(=O)[O-])co1, CC(C)C(N)C(=O)N1CCC(O)(c2ccc(Cl)cc2)C(C)(C)C1, [Na+], CN(C)C=O, On1nnc2ccccc21. Yields the product CC(C)C(NC(=O)c1coc(N)n1)C(=O)N1CCC(O)(c2ccc(Cl)cc2)C(C)(C)C1. Reactants: N1=CC(=CC=C1)CCC(=O)O (3-(3-pyridyl)-propionic acid), C1=CN(C=N1)C(=O)N2C=CN=C2 (CDI), S1C=CC2=C1SCC1=C(C2=C2CCN(CC2)CCCCN)C=CC=C1 (4-[4-(4,9-dihydro-thieno[2,3-b]-benzo[e]-thiepin-4-yliden)-piperidin-1-yl]butylamine). The product is S1C=CC2=C1SCC1=C(C2=C2CCN(CC2)CCCCNC(CCC=2C=NC=CC2)=O)C=CC=C1 (N-{4-[4-(4,9-Dihydro-thieno[2,3-b]benzo[e]thiepin-4-yliden)-piperidin-1-yl]-butyl}-3-pyridin-3-yl-propionamide). As a reaction SMILES: [N:1]1[CH:6]=[CH:5][CH:4]=[C:3]([CH2:7][CH2:8][C:9]([OH:11])=O)[CH:2]=1.C1N=CN(C(N2C=NC=C2)=O)C=1.[S:24]1[C:28]2[S:29][CH2:30][C:31]3[CH:48]=[CH:47][CH:46]=[CH:45][C:32]=3[C:33](=[C:34]3[CH2:39][CH2:38][N:37]([CH2:40][CH2:41][CH2:42][CH2:43][NH2:44])[CH2:36][CH2:35]3)[C:27]=2[CH:26]=[CH:25]1>>[S:24]1[C:28]2[S:29][CH2:30][C:31]3[CH:48]=[CH:47][CH:46]=[CH:45][C:32]=3[C:33](=[C:34]3[CH2:39][CH2:38][N:37]([CH2:40][CH2:41][CH2:42][CH2:43][NH:44][C:9](=[O:11])[CH2:8][CH2:7][C:3]4[CH:2]=[N:1][CH:6]=[CH:5][CH:4]=4)[CH2:36][CH2:35]3)[C:27]=2[CH:26]=[CH:25]1. Reported procedure: Batch size: 1.4 g (9.0 mmol) 3-(3-pyridyl)-propionic acid, 1.6 g (9.9 mmol) CDI and 4.0 g (10.8 mmol) 4-[4-(4,9-dihydro-thieno[2,3-b]-benzo[e]-thiepin-4-yliden)-piperidin-1-yl]butylamine.